From a dataset of the Open Reaction Database (ORD), a public repository of structured organic reaction records. describe an organic reaction: reactants, conditions, products, and yield Reactants: ClC=1C=C(C=CC1Cl)NC(=O)N1[C@H](C(N(CC1)CCC(=O)O)=O)C (3-[(S)-4-(3,4-dichloro-phenylcarbamoyl)-3-methyl-2-oxo-piperazin-1-yl]-propionic acid), ClC=1C=C(C=CC1Cl)NC(=O)N1[C@H](C(N(CC1)CCC(=O)O)=O)C (3-[(S)-4-(3,4-dichloro-phenylcarbamoyl)-3-methyl-2-oxo-piperazin-1-yl]-propionic acid), Cl.FC(C1CCNCC1)(F)F (4-trifluoromethyl-piperidine hydrochloride). The product is ClC=1C=C(C=CC1Cl)NC(=O)N1[C@H](C(N(CC1)CCC(N1CCC(CC1)C(F)(F)F)=O)=O)C ((S)-2-Methyl-3-oxo-4-[3-oxo-3-(4-trifluoromethyl-piperidin-1-yl)-propyl]-piperazine-1-carboxylic acid (3,4-dichloro-phenyl)-amide). The yield is 31.0%. Reaction SMILES: [Cl:1][C:2]1[CH:3]=[C:4]([NH:9][C:10]([N:12]2[CH2:17][CH2:16][N:15]([CH2:18][CH2:19][C:20](O)=[O:21])[C:14](=[O:23])[C@@H:13]2[CH3:24])=[O:11])[CH:5]=[CH:6][C:7]=1[Cl:8].Cl.[F:26][C:27]([F:35])([F:34])[CH:28]1[CH2:33][CH2:32][NH:31][CH2:30][CH2:29]1>>[Cl:1][C:2]1[CH:3]=[C:4]([NH:9][C:10]([N:12]2[CH2:17][CH2:16][N:15]([CH2:18][CH2:19][C:20](=[O:21])[N:31]3[CH2:32][CH2:33][CH:28]([C:27]([F:35])([F:34])[F:26])[CH2:29][CH2:30]3)[C:14](=[O:23])[C@@H:13]2[CH3:24])=[O:11])[CH:5]=[CH:6][C:7]=1[Cl:8] |f:1.2|. Reported procedure: In analogy to the procedure described in Example 15, 3-[(S)-4-(3,4-dichloro-phenylcarbamoyl)-3-methyl-2-oxo-piperazin-1-yl]-propionic acid (intermediate 12) and 4-trifluoromethyl-piperidine hydrochloride gave the titled compound in 31% yield as white foam. MS: 509.13 (MH+, 2Cl). The reactants are CC1(C2C(C3=CN=CC=C3O1)O2)C ((±)-2,2-dimethyl-1a,7b-dihydro-2H-1,3-dioxa-6-aza-cyclopropa[a]naphthalene), C1(=CC=CC=C1)C=1NC=CN1 (2-phenyl-1H-imidazole). Yields the product CC1(C(C(C=2C=NC=CC2O1)N1C(=NC=C1)C1=CC=CC=C1)O)C (2,2-Dimethyl-4-(2-phenyl-imidazol-1-yl)-3,4-dihydro-2H-pyrano[3,2-c]pyridin-3-ol). Reaction SMILES: [CH3:1][C:2]1([CH3:13])[O:11][C:10]2[C:5](=[CH:6][N:7]=[CH:8][CH:9]=2)[CH:4]2[O:12][CH:3]12.[C:14]1([C:20]2[NH:21][CH:22]=[CH:23][N:24]=2)[CH:19]=[CH:18][CH:17]=[CH:16][CH:15]=1>>[CH3:1][C:2]1([CH3:13])[O:11][C:10]2[CH:9]=[CH:8][N:7]=[CH:6][C:5]=2[CH:4]([N:21]2[CH:22]=[CH:23][N:24]=[C:20]2[C:14]2[CH:19]=[CH:18][CH:17]=[CH:16][CH:15]=2)[CH:3]1[OH:12]. Procedure details: Following the procedure in Example 1, using (±)-2,2-dimethyl-1a,7b-dihydro-2H-1,3-dioxa-6-aza-cyclopropa[a]naphthalene and 2-phenyl-1H-imidazole as starting materials, the title compound was prepared as a pale yellow solid. Starting materials: C(=O)(O)[O-].[Na+] (NaHCO3), C(C=C)N1[C@H](CCC[C@H]1C1=NC=CC=C1C)C1=NC=CC=C1C (1′-allyl-3,3″-dimethyl-1′,2′,3′,4′,5′,6′-hexahydro-cis-[2,2′;6′,2″]terpyridine), acid. Reagents/catalysts: C=1C=CC(=CC1)[P](C=2C=CC=CC2)(C=3C=CC=CC3)[Pd]([P](C=4C=CC=CC4)(C=5C=CC=CC5)C=6C=CC=CC6)([P](C=7C=CC=CC7)(C=8C=CC=CC8)C=9C=CC=CC9)[P](C=1C=CC=CC1)(C=1C=CC=CC1)C=1C=CC=CC1 (Pd(PPh3)4). Run in C(Cl)Cl (CH2Cl2). Run at time 20 hour. Yields the product CC=1C(=NC=CC1)[C@@H]1N[C@@H](CCC1)C1=NC=CC=C1C (3,3″-dimethyl-1′,2′,3′,4′,5′, 6′-hexahydro-cis-[2,2′;6′,2″]terpyridine). Isolated yield 85.0%. Reaction SMILES: C([N:4]1[C@H:9]([C:10]2[C:15]([CH3:16])=[CH:14][CH:13]=[CH:12][N:11]=2)[CH2:8][CH2:7][CH2:6][C@@H:5]1[C:17]1[C:22]([CH3:23])=[CH:21][CH:20]=[CH:19][N:18]=1)C=C.C([O-])(O)=O.[Na+]>C(Cl)Cl.C1C=CC([P]([Pd]([P](C2C=CC=CC=2)(C2C=CC=CC=2)C2C=CC=CC=2)([P](C2C=CC=CC=2)(C2C=CC=CC=2)C2C=CC=CC=2)[P](C2C=CC=CC=2)(C2C=CC=CC=2)C2C=CC=CC=2)(C2C=CC=CC=2)C2C=CC=CC=2)=CC=1>[CH3:16][C:15]1[C:10]([C@H:9]2[CH2:8][CH2:7][CH2:6][C@@H:5]([C:17]3[C:22]([CH3:23])=[CH:21][CH:20]=[CH:19][N:18]=3)[NH:4]2)=[N:11][CH:12]=[CH:13][CH:14]=1 |f:1.2,^1:35,37,56,75|. Reported procedure: To a solution of 1′-allyl-3,3″-dimethyl-1′,2′,3′,4′,5′,6′-hexahydro-cis-[2,2′;6′,2″]terpyridine (142 mg, 0.462 mmol) in CH2Cl2 was added 1,3-dimethylbarbaturic acid (361 mg, 2.31 mmol) and Pd(PPh3)4 (53 mg, 0.046 mmol) and the reaction mixture was stirred for 20 h. Saturated solution of NaHCO3 (10 mL) was added and the mixture was extracted with CH2Cl2 (3 times 20 mL). The organic extracts were dried (MgSO4), filtered and concentrated. The crude material was purified by flash column chromatograp... Starting materials: C(C1=CC=CC=C1)[C@@H]1NC(OC1(C)C)=O ((S)-4-Benzyl-5,5-dimethyloxazolidin-2-one), C(CCC)[Li] (butyllithium), C(C(C)(C)C)(=O)Cl (pivaloyl chloride), C(C)(=O)OCC (ethyl acetate). Solvent: O1CCCC1 (tetrahydrofuran). Reaction conditions: time 2 hour. Product: CC(C(=O)N1C(OC([C@@H]1CC1=CC=CC=C1)(C)C)=O)(C)C ((S)-3-(2',2'-Dimethyl-1'-oxopropyl)-4-benzyl-5,5-dimethyloxazolidin-2-one). Isolated yield 86.6%. As a reaction SMILES: [CH2:1]([C@H:8]1[C:12]([CH3:14])([CH3:13])[O:11][C:10](=[O:15])[NH:9]1)[C:2]1[CH:7]=[CH:6][CH:5]=[CH:4][CH:3]=1.C([Li])CCC.[C:21](Cl)(=[O:26])[C:22]([CH3:25])([CH3:24])[CH3:23].C(OCC)(=O)C>O1CCCC1>[CH3:23][C:22]([CH3:25])([CH3:24])[C:21]([N:9]1[C@@H:8]([CH2:1][C:2]2[CH:3]=[CH:4][CH:5]=[CH:6][CH:7]=2)[C:12]([CH3:13])([CH3:14])[O:11][C:10]1=[O:15])=[O:26]. Procedure: Reaction of the auxiliary (10) (0.085 g, 0.415 mmol) in solution in tetrahydrofuran (2 ml) at -78° C. with butyllithium (1.6M, 0.262 ml, 0.419 mmol) and pivaloyl chloride (0.056 ml, 0.456 mmol) for 30 minutes and then at room temperature for 2 hours with work-up and flash column chromatography using 30% ethyl acetate/40-60 petroleum ether furnished the title compound (19) as an oil (0.104 g, 87%); νmax (CDCl3) 1742 cm-1 ; δH (CDCl3 ; 300 MHz) 1.30 (3H, s, C(CH3)2), 1.34 (6H, s, C(CH3)3), 1.35 (3... Starting materials: ClC1=C(C=C(C(=C1)C(=O)O)OC)C1=C(C=CC=C1)OCC (2-Chloro-2′-ethoxy-5-methoxy-[1,1′-biphenyl]-4-carboxylic acid), FC1=C(C=CC=C1)B(O)O (2-fluorophenyl boronic acid), C([O-])([O-])=O.[K+].[K+] (potassium carbonate), Cl (hydrochloric acid). The reagents and catalysts are [Pd].C1(=CC=CC=C1)P(C1=CC=CC=C1)C1=CC=CC=C1.C1(=CC=CC=C1)P(C1=CC=CC=C1)C1=CC=CC=C1.C1(=CC=CC=C1)P(C1=CC=CC=C1)C1=CC=CC=C1.C1(=CC=CC=C1)P(C1=CC=CC=C1)C1=CC=CC=C1 (tetrakis(triphenylphosphine) palladium(0)). Run in CN(C=O)C (N,N-dimethylformamide). Yields the product ClC1=C(C=C(C(=C1)C(=O)O)OC)C1=C(C=CC=C1)F (2-Chloro-2′-fluoro-5-methoxy-[1,1′-biphenyl]-4-carboxylic acid). Yield: 70.9%. Reaction SMILES: [Cl:1][C:2]1[CH:7]=[C:6]([C:8]([OH:10])=[O:9])[C:5]([O:11][CH3:12])=[CH:4][C:3]=1[C:13]1[CH:18]=[CH:17][CH:16]=[CH:15][C:14]=1OCC.[F:22]C1C=CC=CC=1B(O)O.C(=O)([O-])[O-].[K+].[K+].Cl>CN(C)C=O.[Pd].C1(P(C2C=CC=CC=2)C2C=CC=CC=2)C=CC=CC=1.C1(P(C2C=CC=CC=2)C2C=CC=CC=2)C=CC=CC=1.C1(P(C2C=CC=CC=2)C2C=CC=CC=2)C=CC=CC=1.C1(P(C2C=CC=CC=2)C2C=CC=CC=2)C=CC=CC=1>[Cl:1][C:2]1[CH:7]=[C:6]([C:8]([OH:10])=[O:9])[C:5]([O:11][CH3:12])=[CH:4][C:3]=1[C:13]1[CH:18]=[CH:17][CH:16]=[CH:15][C:14]=1[F:22] |f:2.3.4,7.8.9.10.11|. Procedure: To a stirred solution of 4-iodo-5-chloro-2-methoxy benzoic acid of Example 15, Step A (3.72 g, 19.1 mmol) in N,N-dimethylformamide (20 mL) was added 2-fluorophenyl boronic acid (5.0 g, 35.7 mmol) and potassium carbonate (14.8 g, 107 mmol). This mixture was purged with nitrogen and then treated with a catalytic amount of tetrakis(triphenylphosphine) palladium(0) (0.688 g, 0.59 mmol). The reaction was heated to reflux overnight, cooled, acidified with 2 N hydrochloric acid and extracted with ethyl...